describe an organic reaction: reactants, conditions, products, and yield From a dataset of the Open Reaction Database (ORD), a public repository of structured organic reaction records. The reactants are O=C([O-])O, C=CCCCCCCCCOC(O)c1ccccc1, CO, CCOCC, [Na+], BrP(Br)Br. Yields the product C=CCCCCCCCCOC(Br)c1ccccc1. Reaction SMILES: [C:26](=[O:27])([O-:28])[OH:29].[CH2:1]([CH2:2][CH2:3][CH2:4][CH2:5][CH2:6][CH2:7][CH2:8][CH:9]=[CH2:10])[O:11][CH:12]([c:13]1[cH:14][cH:15][cH:16][cH:17][cH:18]1)[OH:19].[CH3:24][OH:25].[CH3:31][CH2:32][O:33][CH2:34][CH3:35].[Na+:30].[P:20]([Br:21])([Br:22])[Br:23]>>[CH2:1]([CH2:2][CH2:3][CH2:4][CH2:5][CH2:6][CH2:7][CH2:8][CH:9]=[CH2:10])[O:11][CH:12]([c:13]1[cH:14][cH:15][cH:16][cH:17][cH:18]1)[Br:21]. RXN SMILES: [Br:1][c:2]1[cH:3][n:4][c:5]2[cH:6][c:7]([C:13]([F:14])([F:15])[F:16])[cH:8][cH:9][c:10]2[c:11]1[Cl:12].[CH:21]([OH:22])([CH3:23])[CH3:24].[NH2:17][CH2:18][CH2:19][OH:20].[OH2:25]>>[Br:1][c:2]1[cH:3][n:4][c:5]2[cH:6][c:7]([C:13]([F:14])([F:15])[F:16])[cH:8][cH:9][c:10]2[c:11]1[NH:17][CH2:18][CH2:19][OH:20]. Starting materials: FC(F)(F)c1ccc2c(Cl)c(Br)cnc2c1, CC(C)O, NCCO, O. The product is OCCNc1c(Br)cnc2cc(C(F)(F)F)ccc12. Starting materials: Cc1coc2nc3c(cc12)C(C)CN(C(=O)C(F)(F)F)CC3, CO, [K+], [K+], O=C([O-])[O-]. Yields the product Cc1coc2nc3c(cc12)C(C)CNCC3. RXN SMILES: [CH3:1][c:2]1[cH:3][o:4][c:5]2[c:6]1[cH:7][c:8]1[c:9]([n:22]2)[CH2:10][CH2:11][N:12]([C:16](=[O:17])[C:18]([F:19])([F:20])[F:21])[CH2:13][CH:14]1[CH3:15].[CH3:29][OH:30].[K+:23].[K+:24].[O-:25][C:26]([O-:27])=[O:28]>>[CH3:1][c:2]1[cH:3][o:4][c:5]2[c:6]1[cH:7][c:8]1[c:9]([n:22]2)[CH2:10][CH2:11][NH:12][CH2:13][CH:14]1[CH3:15]. Reactants: CCOC(=O)CCNC(=O)c1cc(Cl)c(Oc2ccncc2C(=O)N2CCN(C3CC3)c3ccccc32)cc1Cl, [Li+], C1COCCO1, [OH-], O, O. Yields the product O=C(O)CCNC(=O)c1cc(Cl)c(Oc2ccncc2C(=O)N2CCN(C3CC3)c3ccccc32)cc1Cl. As a reaction SMILES: [CH2:1]([CH3:2])[O:3][C:4]([CH2:5][CH2:6][NH:7][C:8]([c:9]1[c:10]([Cl:38])[cH:11][c:12]([O:16][c:17]2[c:18]([C:23](=[O:24])[N:25]3[CH2:26][CH2:27][N:28]([CH:35]4[CH2:36][CH2:37]4)[c:29]4[cH:30][cH:31][cH:32][cH:33][c:34]43)[cH:19][n:20][cH:21][cH:22]2)[c:13]([Cl:15])[cH:14]1)=[O:39])=[O:40].[Li+:44].[O:45]1[CH2:46][CH2:47][O:48][CH2:49][CH2:50]1.[OH-:43].[OH2:41].[OH2:42]>>[O:3]=[C:4]([CH2:5][CH2:6][NH:7][C:8]([c:9]1[c:10]([Cl:38])[cH:11][c:12]([O:16][c:17]2[c:18]([C:23](=[O:24])[N:25]3[CH2:26][CH2:27][N:28]([CH:35]4[CH2:36][CH2:37]4)[c:29]4[cH:30][cH:31][cH:32][cH:33][c:34]43)[cH:19][n:20][cH:21][cH:22]2)[c:13]([Cl:15])[cH:14]1)=[O:39])[OH:40]. Reactants: O=C([O-])[O-], Cn1c(Cl)nc2ccccc21, Cc1ccccc1, [K+], [K+], NCC1CCNCC1. Product: Cn1c(N2CCC(CN)CC2)nc2ccccc21. RXN SMILES: [C:9](=[O:10])([O-:11])[O-:12].[CH3:15][n:16]1[c:17]([Cl:25])[n:18][c:19]2[c:20]1[cH:21][cH:22][cH:23][cH:24]2.[CH3:26][c:27]1[cH:28][cH:29][cH:30][cH:31][cH:32]1.[K+:13].[K+:14].[NH2:1][CH2:2][CH:3]1[CH2:4][CH2:5][NH:6][CH2:7][CH2:8]1>>[NH2:1][CH2:2][CH:3]1[CH2:4][CH2:5][N:6]([c:17]2[n:16]([CH3:15])[c:20]3[c:19]([n:18]2)[cH:24][cH:23][cH:22][cH:21]3)[CH2:7][CH2:8]1. Reactants: COc1cc(C(OS(=O)(=O)c2ccc(C)cc2)C(=O)c2ccc3c(c2)CCC(C)(C)O3)cc(OC)c1OC, [F-], [K+], O. The product is COc1cc(C(F)C(=O)c2ccc3c(c2)CCC(C)(C)O3)cc(OC)c1OC. Reaction SMILES: [CH3:1][C:2]1([CH3:38])[O:3][c:4]2[cH:5][cH:6][c:7]([C:12]([CH:13]([c:14]3[cH:15][c:16]([O:24][CH3:25])[c:17]([O:22][CH3:23])[c:18]([O:20][CH3:21])[cH:19]3)[O:26][S:27]([c:28]3[cH:29][cH:30][c:31]([CH3:32])[cH:33][cH:34]3)(=[O:35])=[O:36])=[O:37])[cH:8][c:9]2[CH2:10][CH2:11]1.[F-:39].[K+:40].[OH2:41]>>[CH3:1][C:2]1([CH3:38])[O:3][c:4]2[cH:5][cH:6][c:7]([C:12]([CH:13]([c:14]3[cH:15][c:16]([O:24][CH3:25])[c:17]([O:22][CH3:23])[c:18]([O:20][CH3:21])[cH:19]3)[F:39])=[O:37])[cH:8][c:9]2[CH2:10][CH2:11]1. Reactants: ClCCCl, CN(C)c1ccncc1, Cl, CC(C)C(C(=O)O)N1Cc2c(F)cnc3[nH]cc(c23)C1=O, CN(C)C=O, On1nnc2ccccc21, O=S1(=O)CCNCC1. Yields the product CC(C)C(C(=O)N1CCS(=O)(=O)CC1)N1Cc2c(F)cnc3[nH]cc(c23)C1=O. RXN SMILES: [CH2:41]([Cl:42])[CH2:43][Cl:44].[CH3:45][N:46]([CH3:47])[c:48]1[cH:49][cH:50][n:51][cH:52][cH:53]1.[ClH:22].[F:1][c:2]1[cH:3][n:4][c:5]2[c:6]3[c:7]([cH:20][nH:21]2)[C:8](=[O:19])[N:9]([CH:12]([C:13](=[O:14])[OH:15])[CH:16]([CH3:17])[CH3:18])[CH2:10][c:11]13.[O:54]=[CH:55][N:56]([CH3:57])[CH3:58].[OH:31][n:32]1[c:33]2[c:34]([cH:35][cH:36][cH:37][cH:38]2)[n:39][n:40]1.[S:23]1(=[O:29])(=[O:30])[CH2:24][CH2:25][NH:26][CH2:27][CH2:28]1>>[F:1][c:2]1[cH:3][n:4][c:5]2[c:6]3[c:7]([cH:20][nH:21]2)[C:8](=[O:19])[N:9]([CH:12]([C:13](=[O:14])[N:26]2[CH2:25][CH2:24][S:23](=[O:29])(=[O:30])[CH2:28][CH2:27]2)[CH:16]([CH3:17])[CH3:18])[CH2:10][c:11]13.